Task: describe an organic reaction: reactants, conditions, products, and yield. Dataset: the Open Reaction Database (ORD), a public repository of structured organic reaction records Starting materials: O[C@H](C(=O)OC(C)C)[C@H](C(=O)OC(C)C)C (Diisopropyl (2S,3R)-2-hydroxy-3-methylsuccinate), [OH-].[K+] (KOH). Run in O (water), C1CCOC1 (THF). Run at temperature 0 celsius, time 48 hour. Product: O[C@H](C(=O)O)[C@H](C(=O)O)C ((2S,3R)-2-hydroxy-3-methylsuccinic acid). RXN SMILES: [OH:1][C@@H:2]([C@@H:9]([CH3:16])[C:10]([O:12]C(C)C)=[O:11])[C:3]([O:5]C(C)C)=[O:4].[OH-].[K+]>C1COCC1.O>[OH:1][C@@H:2]([C@@H:9]([CH3:16])[C:10]([OH:12])=[O:11])[C:3]([OH:5])=[O:4] |f:1.2|. Procedure: Diisopropyl (2S,3R)-2-hydroxy-3-methylsuccinate (3.70 g; 15.93 mmol; 1.0 eq.) was taken in THF (55 mL), cooled to 0° C. and treated with KOH (5.36 g, 96 mmol) in water (18.5 mL). The resulting mixture was stirred at RT for 48 h. THF was removed and the residue to was taken in water. The aqueous layer was washed with Et2O (100 mL) and was acidified with an aqueous solution of HCl (1.5 N), then was extracted with EtOAc (continuous extraction during 20 hours). The organic phase was dried over Na2SO... The reactants are C([O-])([O-])=O.[K+].[K+] (potassium carbonate), ClC1=NC=2C=CC(=C(C2C=C1)C(=O)NCC1CCCCC1)Cl (2,6-dichloro-N-(cyclohexylmethyl)-5-quinolinecarboxamide), N1CC(C1)C#N (3-azetidinecarbonitrile), O (Water), 2001172257A. The reagents and catalysts are [Br-].C(CCC)[N+](CCCC)(CCCC)CCCC (tetra-butylammonium bromide). Solvent: CN1C(CCC1)=O (N-methylpyrrolidinone). Conditions: temperature 130 celsius. The product is ClC1=C(C=2C=CC(=NC2C=C1)N1CC(C1)C#N)C(=O)NCC1CCCCC1 (6-Chlor-2-(3-cyano-1-azetidinyl)-N-(cyclohexylmethyl)-5-quinolinecarboxamide). RXN SMILES: Cl[C:2]1[CH:11]=[CH:10][C:9]2[C:8]([C:12]([NH:14][CH2:15][CH:16]3[CH2:21][CH2:20][CH2:19][CH2:18][CH2:17]3)=[O:13])=[C:7]([Cl:22])[CH:6]=[CH:5][C:4]=2[N:3]=1.[NH:23]1[CH2:26][CH:25]([C:27]#[N:28])[CH2:24]1.C(=O)([O-])[O-].[K+].[K+].O>[Br-].C([N+](CCCC)(CCCC)CCCC)CCC.CN1CCCC1=O>[Cl:22][C:7]1[CH:6]=[CH:5][C:4]2[N:3]=[C:2]([N:23]3[CH2:26][CH:25]([C:27]#[N:28])[CH2:24]3)[CH:11]=[CH:10][C:9]=2[C:8]=1[C:12]([NH:14][CH2:15][CH:16]1[CH2:21][CH2:20][CH2:19][CH2:18][CH2:17]1)=[O:13] |f:2.3.4,6.7|. Procedure: A mixture of 2,6-dichloro-N-(cyclohexylmethyl)-5-quinolinecarboxamide (example 43(a)) (0.25 g, 0.74 mmol), 3-azetidinecarbonitrile (prepared according to the method of JP 2001172257A), tetra-butylammonium bromide (0.25 g) and potassium carbonate (0.2 g) in N-methylpyrrolidinone were heated at 130° C. in a microwave for 2 hours. Water was added and the reaction mixture was extracted with dichloromethane. The organic fraction was washed with water, dried over magnesium sulfate and concentrated. Th... The reactants are CSc1nc(Cl)c2cnn(CC(Cl)c3ccccc3)c2n1, CCSc1nc2c(cnn2CC(O)c2ccccc2)c(=O)[nH]1. Product: CCSc1nc(Cl)c2cnn(CC(Cl)c3ccccc3)c2n1. RXN SMILES: [Cl:1][c:2]1[c:3]2[c:4]([n:5][c:6]([S:8][CH3:9])[n:7]1)[n:10]([CH2:13][CH:14]([c:15]1[cH:16][cH:17][cH:18][cH:19][cH:20]1)[Cl:21])[n:11][cH:12]2.[OH:22][CH:23]([c:24]1[cH:25][cH:26][cH:27][cH:28][cH:29]1)[CH2:30][n:31]1[c:32]2[n:33][c:34]([S:35][CH2:36][CH3:37])[nH:38][c:39](=[O:40])[c:41]2[cH:42][n:43]1>>[Cl:1][c:2]1[c:3]2[c:4]([n:5][c:6]([S:8][CH2:9][CH3:23])[n:7]1)[n:10]([CH2:13][CH:14]([c:15]1[cH:16][cH:17][cH:18][cH:19][cH:20]1)[Cl:21])[n:11][cH:12]2. Starting materials: ClC=1C=CC(=C(C(=O)C2=C(C=NC=C2C(=O)O)O)C1)F (4-(5'-chloro-2'-fluorobenzoyl)-5-hydroxynicotinic acid), Example 26. The reagents and catalysts are [Zn] (zinc), [Zn] (zinc), [Zn] (zinc). The solvent is C(=O)O (formic acid). Run at time 10 minute. The product is FC1=C(CC2=C(C=NC=C2C(=O)O)O)C=C(C=C1)Cl (4-(2'-fluoro-5'-chlorobenzyl)-5-hydroxynicotinic acid), solid. Reaction SMILES: [Cl:1][C:2]1[CH:3]=[CH:4][C:5]([F:20])=[C:6]([CH:19]=1)[C:7]([C:9]1[C:14]([C:15]([OH:17])=[O:16])=[CH:13][N:12]=[CH:11][C:10]=1[OH:18])=O>C(O)=O.[Zn]>[F:20][C:5]1[CH:4]=[CH:3][C:2]([Cl:1])=[CH:19][C:6]=1[CH2:7][C:9]1[C:14]([C:15]([OH:17])=[O:16])=[CH:13][N:12]=[CH:11][C:10]=1[OH:18]. Procedure: To a stirred suspension of zinc dust (>230 mesh; 100 mg) in 75% formic acid (1.3 mL), at 80° C. (external bath temperature), 4-(5'-chloro-2'-fluorobenzoyl)-5-hydroxynicotinic acid of Preparative Example 26 (100 mg) is added portionwise during 5 minutes. Three further portions of zinc dust (3×50 mg) are subsequently added every 30 min. Stirring is continued for further 10 minutes after the last addition of zinc dust and the reaction mixture is then partitioned between ethyl acetate (10 mL) and 0.... The reactants are C(C)(C)(C)OC(=O)N1C[C@H](CCC1)OC=1C=C2C=CN=C(C2=CC1)N ((S)-3-(1-amino-isoquinolin-6-yloxy)piperidin-1-carboxylic acid tert-butyl ester), NC1=NC=CC2=CC(=CC=C12)O (1-amino-6-hydroxyisoquinoline), C(C)(C)(C)OC(=O)N1C[C@@H](CCC1)OS(=O)(=O)C ((R)-3-methanesulfonyloxypiperidine-1-carboxylic acid tert-butyl ester), CCN(CC)P1(=NC(C)(C)C)NCCCN1C (2-tert-butylimino-2-diethylamino-1,3-dimethyl-perhydro-1,3,2-diazaphosphorine on polystyrene). Solvent: C(C)#N (acetonitrile). Conditions: temperature 160 celsius. The product is C(C)(C)(C)OC(=O)N1CC(CCC1)OC=1C=C2C=CN=C(C2=CC1)N (3-(1-amino-isoquinolin-6-yloxy)piperidin-1--carboxylic acid tert-butyl ester). RXN SMILES: [C:1]([O:5][C:6]([N:8]1[CH2:13][CH2:12][CH2:11][C@H:10]([O:14][C:15]2[CH:16]=[C:17]3[C:22](=[CH:23][CH:24]=2)[C:21]([NH2:25])=[N:20][CH:19]=[CH:18]3)[CH2:9]1)=[O:7])([CH3:4])([CH3:3])[CH3:2].NC1C2C(=CC(O)=CC=2)C=CN=1.C(OC(N1CCC[C@@H](OS(C)(=O)=O)C1)=O)(C)(C)C.CCN(P1(N(C)CCCN1)=NC(C)(C)C)CC>C(#N)C>[C:1]([O:5][C:6]([N:8]1[CH2:13][CH2:12][CH2:11][CH:10]([O:14][C:15]2[CH:16]=[C:17]3[C:22](=[CH:23][CH:24]=2)[C:21]([NH2:25])=[N:20][CH:19]=[CH:18]3)[CH2:9]1)=[O:7])([CH3:4])([CH3:2])[CH3:3]. Reported procedure: For an alternate procedure for the preparation of (S)-3-(1-amino-isoquinolin-6-yloxy)piperidin-1-carboxylic acid tert-butyl ester, a suspension of 1-amino-6-hydroxyisoquinoline (0.8 g, 5.0 mmol), (R)-3-methanesulfonyloxypiperidine-1-carboxylic acid tert-butyl ester (1.76 g) and 2-tert-butylimino-2-diethylamino-1,3-dimethyl-perhydro-1,3,2-diazaphosphorine on polystyrene (3.4 g, −2.2 mmol/g loading) in acetonitrile (10 ml) were heated at 160° C. over a period of 15 minutes using the microwave. The... Reactants: N(C1=CC=CC=C1)C1=CC(CC(C1)(C)C)=O (3-anilino-5,5-dimethyl-2-cyclohexen-1-one), solution 0.9, C=O (formaldehyde), CNC (dimethylamine). Reagents/catalysts: C(C)(=O)O (acetic acid). Solvent: CO (methanol). Run at time 1 hour. Product: N(C1=CC=CC=C1)C1=C(C(CC(C1)(C)C)=O)CN(C)C (3-anilino-5,5-dimethyl-2-dimethylaminomethyl-2-cyclohexen-1-one). As a reaction SMILES: [CH2:1]=O.[CH3:3][NH:4][CH3:5].[NH:6]([C:13]1[CH2:18][C:17]([CH3:20])([CH3:19])[CH2:16][C:15](=[O:21])[CH:14]=1)[C:7]1[CH:12]=[CH:11][CH:10]=[CH:9][CH:8]=1>CO.C(O)(=O)C>[NH:6]([C:13]1[CH2:18][C:17]([CH3:19])([CH3:20])[CH2:16][C:15](=[O:21])[C:14]=1[CH2:3][N:4]([CH3:1])[CH3:5])[C:7]1[CH:12]=[CH:11][CH:10]=[CH:9][CH:8]=1. Procedure details: In 10 volume parts of methanol is dissolved 2.15 parts of 3-anilino-5,5-dimethyl-2-cyclohexen-1-one under warming and, then, to the resulting solution 0.9 part of a 37 weight % aqueous solution of formaldehyde, 1.12 part of a 40 weight % aqueous solution of dimethylamine and 1 drop of glacial acetic acid are added. The whole mixture is allowed to stand at room temperature for 1 hour, after which time the methanol is distilled off under reduced pressure. A small amount of isopropanol is added to ... Reactants: COc1cccc(C=CC(=O)O)c1, O=S(Cl)Cl, c1ccccc1. The product is COc1cccc(C=CC(=O)Cl)c1. RXN SMILES: [CH3:5][O:6][c:7]1[cH:8][c:9]([CH:10]=[CH:11][C:12](=[O:13])[OH:14])[cH:15][cH:16][cH:17]1.[S:1]([Cl:2])([Cl:3])=[O:4].[cH:18]1[cH:19][cH:20][cH:21][cH:22][cH:23]1>>[Cl:3][C:12]([CH:11]=[CH:10][c:9]1[cH:8][c:7]([O:6][CH3:5])[cH:17][cH:16][cH:15]1)=[O:13].